From a dataset of the Open Reaction Database (ORD), a public repository of structured organic reaction records. describe an organic reaction: reactants, conditions, products, and yield Reactants: S=C1N(CC=Cc2ccccc2)CCN1c1cccnc1, Cl, O=N[O-], [Na+], [Na+], [OH-]. Yields the product O=C1N(CC=Cc2ccccc2)CCN1c1cccnc1. RXN SMILES: [CH2:1]([CH:2]=[CH:3][c:4]1[cH:5][cH:6][cH:7][cH:8][cH:9]1)[N:10]1[C:11](=[S:21])[N:12]([c:15]2[cH:16][n:17][cH:18][cH:19][cH:20]2)[CH2:13][CH2:14]1.[ClH:28].[N:22](=[O:23])[O-:24].[Na+:25].[Na+:27].[OH-:26]>>[CH2:1]([CH:2]=[CH:3][c:4]1[cH:5][cH:6][cH:7][cH:8][cH:9]1)[N:10]1[C:11](=[O:23])[N:12]([c:15]2[cH:16][n:17][cH:18][cH:19][cH:20]2)[CH2:13][CH2:14]1.